From a dataset of the Open Reaction Database (ORD), a public repository of structured organic reaction records. describe an organic reaction: reactants, conditions, products, and yield Reactants: C(#N)CNC(=O)[C@H](CC(C)C)NC1=CC=C(C=C1)C1=CC=C(C=C1)N1CCN(CC1)C(=O)OC(C)(C)C (tert-butyl 4-{4′-[((1S)-1-{[(cyanomethyl)amino]carbonyl}-3-methylbutyl)amino][1,1′-biphenyl]-4-yl}-1-piperazinecarboxylate), CS(=O)(=O)O (MeSO3H), C(=O)(O)[O-].[Na+] (NaHCO3). The product is C(#N)CNC([C@H](CC(C)C)NC1=CC=C(C=C1)C1=CC=C(C=C1)N1CCNCC1)=O ((2S)-N-(cyanomethyl)-4-methyl-2-{[4′-(1-piperazinyl)[1,1′-biphenyl]-4-yl]amino}pentanamide). Reaction SMILES: [C:1]([CH2:3][NH:4][C:5]([C@@H:7]([NH:12][C:13]1[CH:18]=[CH:17][C:16]([C:19]2[CH:24]=[CH:23][C:22]([N:25]3[CH2:30][CH2:29][N:28](C(OC(C)(C)C)=O)[CH2:27][CH2:26]3)=[CH:21][CH:20]=2)=[CH:15][CH:14]=1)[CH2:8][CH:9]([CH3:11])[CH3:10])=[O:6])#[N:2].CS(O)(=O)=O.C([O-])(O)=O.[Na+]>>[C:1]([CH2:3][NH:4][C:5](=[O:6])[C@@H:7]([NH:12][C:13]1[CH:18]=[CH:17][C:16]([C:19]2[CH:24]=[CH:23][C:22]([N:25]3[CH2:26][CH2:27][NH:28][CH2:29][CH2:30]3)=[CH:21][CH:20]=2)=[CH:15][CH:14]=1)[CH2:8][CH:9]([CH3:11])[CH3:10])#[N:2] |f:2.3|. Reported procedure: To tert-butyl 4-{4′-[((1S)-1-{[(cyanomethyl)amino]carbonyl}-3-methylbutyl)amino][1,1′-biphenyl]-4-yl}-1-piperazinecarboxylate (122 mg, 0.242 mmol) in dry TB (5 mL) under dry nitrogen was gradually added a total of 10 equivalents of MeSO3H (160 μL, 2.42 mmol) over a period of 5 days in portions of 1–2 equivalents at a time. Aqueous sat. NaHCO3 was added carefully and the product was extracted with EtOAc (3×), dried over Na2SO4, concentrated in vacuo, and purified by flash chromatography over sili... Starting materials: C1(=CC=CC=C1)CC(=O)Cl (Phenyl acetyl chloride), NC=1C=C(C=CC1O)C(C(=O)OCC)C (ethyl 2-(3-amino-4-hydroxyphenyl)propionate). Solvent: N1=CC=CC=C1 (pyridine). Run at temperature 100 celsius. The product is C(C1=CC=CC=C1)C=1OC2=C(N1)C=C(C=C2)C(C(=O)OCC)C (ethyl 2-(2-benzyl-5-benzoxazolyl)propionate). As a reaction SMILES: [C:1]1([CH2:7][C:8](Cl)=[O:9])[CH:6]=[CH:5][CH:4]=[CH:3][CH:2]=1.[NH2:11][C:12]1[CH:13]=[C:14]([CH:19]([CH3:25])[C:20]([O:22][CH2:23][CH3:24])=[O:21])[CH:15]=[CH:16][C:17]=1O>N1C=CC=CC=1>[CH2:7]([C:8]1[O:9][C:17]2[CH:16]=[CH:15][C:14]([CH:19]([CH3:25])[C:20]([O:22][CH2:23][CH3:24])=[O:21])=[CH:13][C:12]=2[N:11]=1)[C:1]1[CH:6]=[CH:5][CH:4]=[CH:3][CH:2]=1. Procedure: Phenyl acetyl chloride (2.2 ml.) was added to a stirred solution of ethyl 2-(3-amino-4-hydroxyphenyl)propionate (3.15g.) in anhydrous pyridine (50 ml.) and the solution was heated at 100° C for two hours. Excess pyridine was removed by distillation and the residue heated until the temperature of the distillate immediately above the reaction mixture was 200° C. The resultant dark brown gum was dissolved in ether (75 ml.) and then washed with water (3 × 50 ml.) The ether solution was extracted wit... The reactants are ClCC1=C(N=C(S1)C1=CC=C(C=C1)C(F)(F)F)C (5-chloromethyl-4-methyl-2-(4-trifluoromethyl-phenyl)-thiazole), C([O-])([O-])=O.[Cs+].[Cs+] (cesium carbonate), [I-].[K+] (potassium iodide), C(C)OC(C(CC1=C(C=C(C=C1)O)C)OCC)=O ([rac]-2-ethoxy-3-(4-hydroxy-2-methyl-phenyl)-propionic acid ethyl ester). Product: C(C)OC(C(CC1=C(C=C(C=C1)OCC1=C(N=C(S1)C1=CC=C(C=C1)C(F)(F)F)C)C)OCC)=O ([rac]-2-ethoxy-3-{2-methyl-4-[4-methyl-2-(4-trifluoromethyl-phenyl)-thiazol-5-ylmethoxy]-phenyl}-propionic acid ethyl ester). As a reaction SMILES: [CH2:1]([O:3][C:4](=[O:18])[CH:5]([O:15][CH2:16][CH3:17])[CH2:6][C:7]1[CH:12]=[CH:11][C:10]([OH:13])=[CH:9][C:8]=1[CH3:14])[CH3:2].Cl[CH2:20][C:21]1[S:25][C:24]([C:26]2[CH:31]=[CH:30][C:29]([C:32]([F:35])([F:34])[F:33])=[CH:28][CH:27]=2)=[N:23][C:22]=1[CH3:36].C(=O)([O-])[O-].[Cs+].[Cs+].[I-].[K+]>>[CH2:1]([O:3][C:4](=[O:18])[CH:5]([O:15][CH2:16][CH3:17])[CH2:6][C:7]1[CH:12]=[CH:11][C:10]([O:13][CH2:20][C:21]2[S:25][C:24]([C:26]3[CH:27]=[CH:28][C:29]([C:32]([F:35])([F:33])[F:34])=[CH:30][CH:31]=3)=[N:23][C:22]=2[CH3:36])=[CH:9][C:8]=1[CH3:14])[CH3:2] |f:2.3.4,5.6|. Reported procedure: In analogy to the procedure described in example 14 b], [rac]-2-ethoxy-3-(4-hydroxy-2-methyl-phenyl)-propionic acid ethyl ester (example 10 b]) was reacted with 5-chloromethyl-4-methyl-2-(4-trifluoromethyl-phenyl)-thiazole [PCT Int. Appl. (2002), WO 0292590 A1] in the presence of cesium carbonate and potassium iodide to yield [rac]-2-ethoxy-3-{2-methyl-4-[4-methyl-2-(4-trifluoromethyl-phenyl)-thiazol-5-ylmethoxy]-phenyl}-propionic acid ethyl ester as colorless liquid. Reactants: ClC=1C=C(CN2C(CNCC2)C2=CC=CC=C2)C=CC1Cl (1-(3',4'-Dichloro benzyl)-2-phenyl piperazine), C(C)N(CC)CCCl (diethylamino ethylchloride), CN(C)CCCl (dimethylamino ethylchloride), Example 3 ( b ), Example 3 ( c ). Yields the product ClC=1C=C(CN2C(CN(CC2)CCN(C)C)C2=CC=CC=C2)C=CC1Cl (1-(3',4'-Dichloro benzyl)-2-phenyl-4-dimethylamino ethyl piperazine). Reaction SMILES: [Cl:1][C:2]1[CH:3]=[C:4]([CH:18]=[CH:19][C:20]=1[Cl:21])[CH2:5][N:6]1[CH2:11][CH2:10][NH:9][CH2:8][CH:7]1[C:12]1[CH:17]=[CH:16][CH:15]=[CH:14][CH:13]=1.[CH2:22]([N:24]([CH2:27]CCl)[CH2:25]C)[CH3:23].CN(CCCl)C>>[Cl:1][C:2]1[CH:3]=[C:4]([CH:18]=[CH:19][C:20]=1[Cl:21])[CH2:5][N:6]1[CH2:11][CH2:10][N:9]([CH2:23][CH2:22][N:24]([CH3:27])[CH3:25])[CH2:8][CH:7]1[C:12]1[CH:17]=[CH:16][CH:15]=[CH:14][CH:13]=1. Procedure: 1-(3',4'-Dichloro benzyl)-2-phenyl piperazine prepared according to Example 3 (b), is alkylated by following the procedure described in Example 3 (c), whereby, in place of the diethylamino ethylchloride, the equimolecular amount of dimethylamino ethylchloride is used. The resulting reaction product is obtained in the form of a light yellow oil boiling at 190° C./0.01 mm. Hg. The reactants are CN(C)CC1=CC=2CNC(CC2O1)CC1=CC=CC=C1 (N,N-Dimethyl-(6-benzyl-4,5,6,7-tetrahydrofuro[3,2-c]pyridin-2-ylmethyl)amine), Cl (hydrogen chloride). Run in CO (methanol), CO (methanol). Product: Cl.Cl.CN(C)CC1=CC=2CNC(CC2O1)CC1=CC=CC=C1 (N,N-dimethyl-(6-benzyl-4,5,6,7-tetrahydrofuro[3,2-c]pyridin-2-ylmethyl)amine dihydrochloride). As a reaction SMILES: [CH3:1][N:2]([CH2:4][C:5]1[O:13][C:12]2[CH2:11][CH:10]([CH2:14][C:15]3[CH:20]=[CH:19][CH:18]=[CH:17][CH:16]=3)[NH:9][CH2:8][C:7]=2[CH:6]=1)[CH3:3].[ClH:21]>CO>[ClH:21].[ClH:21].[CH3:1][N:2]([CH2:4][C:5]1[O:13][C:12]2[CH2:11][CH:10]([CH2:14][C:15]3[CH:16]=[CH:17][CH:18]=[CH:19][CH:20]=3)[NH:9][CH2:8][C:7]=2[CH:6]=1)[CH3:3] |f:3.4.5|. Procedure details: N,N-Dimethyl-(6-benzyl-4,5,6,7-tetrahydrofuro[3,2-c]pyridin-2-ylmethyl)amine 0.336 g was dissolved in 3 ml of methanol; hydrogen chloride in methanol was added in excess, followed by stirring. After this mixture was concentrated, diethyl ether was added; the resulting solid was filtered and washed with diethyl ether to yield the desired product. The reactants are [OH-].[NH4+] (ammonium hydroxide), [OH-].[NH4+] (ammonium hydroxide), [OH-].[NH4+] (ammonium hydroxide), N[C@@](CO[C@H]1[C@@H](C[C@@]23COC[C@@]1([C@@H]2CC[C@@H]2[C@]1(CC[C@]([C@H]([C@@]1(CC=C23)C)C(=O)O)(C)[C@@H](C(C)C)C)C)C)N2N=CN=C2C2=CC(=NC=C2)C(=O)OCC)(C(C)(C)C)C ((1S,4aR,6aS,7R,8R,10aR,10bR,12aR,14R,15R)-15-[[(2R)-2-amino-2,3,3-trimethylbutyl]oxy]-8-[(1R)-1,2-dimethylpropyl]-14-[5-[2-(ethoxycarbonyl)-4-pyridinyl]-1H-1,2,4-triazol-1-yl]-1,6,6a,7,8,9,10,10a,10b,11,12,12a-dodecahydro-1,6a,8,10a-tetramethyl-4H-1,4a-propano-2H-phenanthro[1,2-c]pyran-7-carboxylic acid). The solvent is O1CCOCC1 (1,4-dioxane), O1CCOCC1 (1,4-dioxane), CO (methanol). Run at time 20 hour. Yields the product NC(=O)C1=NC=CC(=C1)C1=NC=NN1[C@H]1[C@@H]([C@]2([C@H]3[C@@](COC2)(C2=CC[C@]4([C@@H]([C@@](CC[C@@]4([C@H]2CC3)C)(C)[C@@H](C(C)C)C)C(=O)O)C)C1)C)OC[C@](C(C)(C)C)(C)N ((1S,4aR,6aS,7R,8R,10aR,10bR,12aR,14R,15R)-14-[5-[2-(aminocarbonyl)-4-pyridinyl]-1H-1,2,4-triazol-1-yl]-15-[[(2R)-2-amino-2,3,3-trimethylbutyl]oxy]-8-[(1R)-1,2-dimethylpropyl]-1,6,6a,7,8,9,10,10a,10b,11,12,12a-dodecahydro-1,6a,8,10a-tetramethyl-4H-1,4a-propano-2H-phenanthro[1,2-c]pyran-7-carboxylic acid). The yield is 92.1%. As a reaction SMILES: [OH-:1].[NH4+:2].[NH2:3][C@:4]([CH3:60])([C:56]([CH3:59])([CH3:58])[CH3:57])[CH2:5][O:6][C@@H:7]1[C@@:14]2([CH3:39])[C@@H:15]3[CH2:16][CH2:17][C@H:18]4[C:27]([C@@:10]3([CH2:11][O:12][CH2:13]2)[CH2:9][C@H:8]1[N:40]1[C:44]([C:45]2[CH:50]=[CH:49][N:48]=[C:47]([C:51](OCC)=O)[CH:46]=2)=[N:43][CH:42]=[N:41]1)=[CH:26][CH2:25][C@:24]1([CH3:28])[C@:19]4([CH3:38])[CH2:20][CH2:21][C@@:22]([C@H:33]([CH3:37])[CH:34]([CH3:36])[CH3:35])([CH3:32])[C@H:23]1[C:29]([OH:31])=[O:30]>O1CCOCC1.CO>[NH2:2][C:51]([C:47]1[CH:46]=[C:45]([C:44]2[N:40]([C@@H:8]3[CH2:9][C@:10]45[C:27]6[C@H:18]([CH2:17][CH2:16][C@H:15]4[C@@:14]([CH3:39])([CH2:13][O:12][CH2:11]5)[C@H:7]3[O:6][CH2:5][C@@:4]([NH2:3])([CH3:60])[C:56]([CH3:57])([CH3:59])[CH3:58])[C@:19]3([CH3:38])[C@:24]([CH3:28])([C@H:23]([C:29]([OH:31])=[O:30])[C@:22]([C@H:33]([CH3:37])[CH:34]([CH3:36])[CH3:35])([CH3:32])[CH2:21][CH2:20]3)[CH2:25][CH:26]=6)[N:41]=[CH:42][N:43]=2)[CH:50]=[CH:49][N:48]=1)=[O:1] |f:0.1|. Procedure details: Concentrated ammonium hydroxide (0.15 ml, 1.079 mmol) was added to a stirred solution of (1S,4aR,6aS,7R,8R,10aR,10bR,12aR,14R,15R)-15-[[(2R)-2-amino-2,3,3-trimethylbutyl]oxy]-8-[(1R)-1,2-dimethylpropyl]-14-[5-[2-(ethoxycarbonyl)-4-pyridinyl]-1H-1,2,4-triazol-1-yl]-1,6,6a,7,8,9,10,10a,10b,11,12,12a-dodecahydro-1,6a,8,10a-tetramethyl-4H-1,4a-propano-2H-phenanthro[1,2-c]pyran-7-carboxylic acid (Example 171, 38.1, 0.042 mmol) in 1,4-dioxane (0.42 ml). A white precipitate formed about a minute or two... Reactants: CCN, CCO, CCOC(=O)C(C)Oc1cc([N+](=O)[O-])ccc1Cl. Product: CCNC(=O)C(C)Oc1cc([N+](=O)[O-])ccc1Cl. As a reaction SMILES: [CH3:19][CH2:20][NH2:21].[CH3:22][CH2:23][OH:24].[Cl:1][c:2]1[c:3]([O:4][CH:5]([C:6]([O:8][CH2:7][CH3:9])=[O:10])[CH3:11])[cH:12][c:13]([N+:16](=[O:17])[O-:18])[cH:14][cH:15]1>>[Cl:1][c:2]1[c:3]([O:4][CH:5]([C:6](=[O:8])[NH:21][CH2:20][CH3:19])[CH3:11])[cH:12][c:13]([N+:16](=[O:17])[O-:18])[cH:14][cH:15]1. Reactants: C(CCCCCCCCCCCCCCCCC)(=O)OC (methyl stearate), [OH-].[K+] (KOH), methyl ester. Run in CO (methanol). The product is C(CCCCCCCCCCCCCCCCC)(=O)[O-].[K+] (Potassium Stearate). RXN SMILES: [C:1]([O:20]C)(=[O:19])[CH2:2][CH2:3][CH2:4][CH2:5][CH2:6][CH2:7][CH2:8][CH2:9][CH2:10][CH2:11][CH2:12][CH2:13][CH2:14][CH2:15][CH2:16][CH2:17][CH3:18].[OH-].[K+:23]>CO>[C:1]([O-:20])(=[O:19])[CH2:2][CH2:3][CH2:4][CH2:5][CH2:6][CH2:7][CH2:8][CH2:9][CH2:10][CH2:11][CH2:12][CH2:13][CH2:14][CH2:15][CH2:16][CH2:17][CH3:18].[K+:23] |f:1.2,4.5|. Procedure: 44.8 grams of methyl stearate (0.75 moles/mole of sucrose to be used in Step B) is saponified by stirring at reflux in 200 ml methanol containing an equivalent amount of KOH (9.4 grams of 90% purity). The reaction is stirred at 60° C. for about an hour with heating until all methyl ester has been converted to soap as indicated by infrared analysis. The soap solution is used, as is, in the next reaction step. Starting materials: CN1CCC2(CC1)CC(C1=CC=CC=C12)=O (1′-methylspiro[indene-1,4′-piperidin]-3(2H)-one), Cl (HCl), O(C)N (methoxylamine). The product is CON=C1CC2(CCN(CC2)C)C2=CC=CC=C12 (1′-methylspiro[indene-1,4′-piperidin]-3(2H)-one O-methyloxime). Reaction SMILES: [CH3:1][N:2]1[CH2:7][CH2:6][C:5]2([C:15]3[C:10](=[CH:11][CH:12]=[CH:13][CH:14]=3)[C:9](=O)[CH2:8]2)[CH2:4][CH2:3]1.Cl.[O:18]([NH2:20])[CH3:19]>>[CH3:19][O:18][N:20]=[C:9]1[C:10]2[C:15](=[CH:14][CH:13]=[CH:12][CH:11]=2)[C:5]2([CH2:6][CH2:7][N:2]([CH3:1])[CH2:3][CH2:4]2)[CH2:8]1. Reported procedure: The product of Example 138B and the HCl salt of methoxylamine were processed according to the method of Example 135A to provide the product. MS (ESI+) m/z 245 (M+H)+. The reactants are CCOc1ccncc1[N+](=O)[O-], CCOC(C)=O, CN, CO. Product: CNc1ccncc1[N+](=O)[O-]. RXN SMILES: [CH2:1]([O:2][c:4]1[c:5]([N+:10](=[O:11])[O-:12])[cH:6][n:7][cH:8][cH:9]1)[CH3:3].[CH3:13][CH2:14][O:15][C:16](=[O:17])[CH3:18].[CH3:19][NH2:20].[CH3:21][OH:22]>>[c:4]1([NH:20][CH3:19])[c:5]([N+:10](=[O:11])[O-:12])[cH:6][n:7][cH:8][cH:9]1.